From a dataset of the Open Reaction Database (ORD), a public repository of structured organic reaction records. describe an organic reaction: reactants, conditions, products, and yield Starting materials: CO, FC(F)(F)C(F)(F)C(F)(F)COCCOCCOC1CCCCO1, O, O=S(=O)(O)O. The product is OCCOCCOCC(F)(F)C(F)(F)C(F)(F)F. Reaction SMILES: [CH3:25][OH:26].[O:1]1[CH2:2][CH2:3][CH2:4][CH2:5][CH:6]1[O:7][CH2:8][CH2:9][O:10][CH2:11][CH2:12][O:13][CH2:14][C:15]([C:16]([C:17]([F:18])([F:19])[F:20])([F:21])[F:22])([F:23])[F:24].[OH2:32].[S:27](=[O:28])(=[O:29])([OH:30])[OH:31]>>[OH:7][CH2:8][CH2:9][O:10][CH2:11][CH2:12][O:13][CH2:14][C:15]([C:16]([C:17]([F:18])([F:19])[F:20])([F:21])[F:22])([F:23])[F:24].